From a dataset of the Open Reaction Database (ORD), a public repository of structured organic reaction records. describe an organic reaction: reactants, conditions, products, and yield Reactants: CC#N, O, CCC(OP(=O)(O)CNC(=O)OCC1c2ccccc2-c2ccccc21)c1cc2n(c(=O)c1C)Cc1cc3ccccc3nc1-2. The product is CCC(OP(=O)(O)CN)c1cc2n(c(=O)c1C)Cc1cc3ccccc3nc1-2. Reaction SMILES: [CH3:46][C:47]#[N:48].[OH2:49].[cH:1]1[c:2]2[c:14]([cH:15][cH:16][cH:17]1)-[c:9]1[c:8]([cH:13][cH:12][cH:11][cH:10]1)[CH:3]2[CH2:4][O:5][C:6](=[O:7])[NH:18][CH2:19][P:20](=[O:21])([O:22][CH:23]([CH2:24][CH3:25])[c:26]1[c:27]([CH3:44])[c:28](=[O:43])[n:29]2[c:41]([cH:42]1)-[c:32]1[c:31]([cH:40][c:39]3[c:34]([n:33]1)[cH:35][cH:36][cH:37][cH:38]3)[CH2:30]2)[OH:45]>>[NH2:18][CH2:19][P:20](=[O:21])([O:22][CH:23]([CH2:24][CH3:25])[c:26]1[c:27]([CH3:44])[c:28](=[O:43])[n:29]2[c:41]([cH:42]1)-[c:32]1[c:31]([cH:40][c:39]3[c:34]([n:33]1)[cH:35][cH:36][cH:37][cH:38]3)[CH2:30]2)[OH:45]. The reactants are CC=1NC(=C(C(C1C(=O)OCOC(C(C)(C)C)=O)C1=CC(=CC=C1)[N+](=O)[O-])C(=O)OCOC(C(C)(C)C)=O)C (bis(pivaloyloxymethyl) 1,4-dihydro-2,6-dimethyl-4-(3-nitrophenyl)-3,5-pyridinedicarboxylate). The solvent is C(C)(C)OC(C)C (isopropyl ether), O (water). Run at time 35 hour. Yields the product CC=1NC(=C([C@H](C1C(=O)O)C1=CC(=CC=C1)[N+](=O)[O-])C(=O)OCOC(C(C)(C)C)=O)C ((S)-1,4-dihydro- 2,6-dimethyl-4-(3-nitrophenyl)-5-pivaloyloxymethoxycarbonyl-3-pyridinecarboxylic acid). Yield: 8.1%. RXN SMILES: [CH3:1][C:2]1[NH:3][C:4]([CH3:39])=[C:5]([C:28]([O:30]COC(=O)C(C)(C)C)=[O:29])[CH:6]([C:19]2[CH:24]=[CH:23][CH:22]=[C:21]([N+:25]([O-:27])=[O:26])[CH:20]=2)[C:7]=1[C:8]([O:10][CH2:11][O:12][C:13](=[O:18])[C:14]([CH3:17])([CH3:16])[CH3:15])=[O:9]>C(OC(C)C)(C)C.O>[CH3:39][C:4]1[NH:3][C:2]([CH3:1])=[C:7]([C:8]([O:10][CH2:11][O:12][C:13](=[O:18])[C:14]([CH3:17])([CH3:16])[CH3:15])=[O:9])[C@@H:6]([C:19]2[CH:24]=[CH:23][CH:22]=[C:21]([N+:25]([O-:27])=[O:26])[CH:20]=2)[C:5]=1[C:28]([OH:30])=[O:29]. Reported procedure: In 20 ml of isopropyl ether saturated with water was dissolved 546 mg of bis(pivaloyloxymethyl) 1,4-dihydro-2,6-dimethyl-4-(3-nitrophenyl)-3,5-pyridinedicarboxylate obtained in Example 2-(3), and 200 mg of Lipase B was added thereto, followed by stirring at room temperature for 35 hours. Any insoluble matter was removed by filtration and washed with dichloromethane, and the filtrate was concentrated under reduced pressure. The resulting residue was purified by short silica gel column chromatogra... Reactants: O=S1CCN(c2nc(Cl)nc3c(SCc4ccccc4)ncnc23)CC1, CN, C1COCCO1. Product: CNc1nc(N2CCS(=O)CC2)c2ncnc(SCc3ccccc3)c2n1. As a reaction SMILES: [CH2:1]([c:2]1[cH:3][cH:4][cH:5][cH:6][cH:7]1)[S:8][c:9]1[n:10][cH:11][n:12][c:13]2[c:14]1[n:15][c:16]([Cl:26])[n:17][c:18]2[N:19]1[CH2:20][CH2:21][S:22](=[O:25])[CH2:23][CH2:24]1.[CH3:27][NH2:28].[O:29]1[CH2:30][CH2:31][O:32][CH2:33][CH2:34]1>>[CH2:1]([c:2]1[cH:3][cH:4][cH:5][cH:6][cH:7]1)[S:8][c:9]1[n:10][cH:11][n:12][c:13]2[c:14]1[n:15][c:16]([NH:28][CH3:27])[n:17][c:18]2[N:19]1[CH2:20][CH2:21][S:22](=[O:25])[CH2:23][CH2:24]1.